describe an organic reaction: reactants, conditions, products, and yield From a dataset of the Open Reaction Database (ORD), a public repository of structured organic reaction records. Starting materials: CCBr, CN(C)C=O, CCOC(=O)c1ccc(Nc2cc3c4c(c2)CCCC4(C)CCC3)cc1, [Cl-], [H-], [NH4+], [Na+]. Yields the product CCOC(=O)c1ccc(N(CC)c2cc3c4c(c2)CCCC4(C)CCC3)cc1. RXN SMILES: [Br:29][CH2:30][CH3:31].[CH3:34][N:35]([CH3:36])[CH:37]=[O:38].[CH3:3][C:4]12[CH2:5][CH2:6][CH2:7][c:8]3[cH:9][c:10]([NH:17][c:18]4[cH:19][cH:20][c:21]([C:22](=[O:23])[O:24][CH2:25][CH3:26])[cH:27][cH:28]4)[cH:11][c:12]([c:16]31)[CH2:13][CH2:14][CH2:15]2.[Cl-:32].[H-:1].[NH4+:33].[Na+:2]>>[CH3:3][C:4]12[CH2:5][CH2:6][CH2:7][c:8]3[cH:9][c:10]([N:17]([c:18]4[cH:19][cH:20][c:21]([C:22](=[O:23])[O:24][CH2:25][CH3:26])[cH:27][cH:28]4)[CH2:30][CH3:31])[cH:11][c:12]([c:16]31)[CH2:13][CH2:14][CH2:15]2. The reactants are C1CNCCN1, c1(n2c(c3c(n1)n(cc3)C[C@H](OS(=O)(=O)C)C)nc(c1ccco1)n2)N. The reagents and catalysts are c1ccc(cc1)-c2c3ccccc3cc4ccccc24 (9-Phenylanthracene). Run in O (Water). Conditions: temperature 20 celsius, time 3 hour. Product: C[C@H](Cn1ccc2c1nc(N)n3nc(nc23)c4occc4)N5CCNCC5. As a reaction SMILES: [CH3:1][C@@H:2](OS([CH3:22])(=O)=O)[CH2:3][n:4]1[c:8]2[c:7]([c:16]([n:12]3[c:10]([NH2:11])[n:9]2)[n:15][c:14]([c:17]4[cH:21][cH:20][cH:19][o:18]4)[n:13]3)[cH:6][cH:5]1>>[CH3:1][C@@H:2](N1CCNC[CH2:22]1)[CH2:3][n:4]2[c:8]3[c:7]([c:16]([n:12]4[c:10]([NH2:11])[n:9]3)[n:15][c:14]([c:17]5[cH:21][cH:20][cH:19][o:18]5)[n:13]4)[cH:6][cH:5]2. Reactants: C(CC)C1=NC2=C(N1CC1=CC=C(C=C1)C=1C(=CC=CC1)C(=O)OC(C)(C)C)C=CC(=C2)C=2N=C1N(C=CC=C1)C2 (tert.butyl 4'-[[2-n-propyl-5-(imidazo[1,2-a]pyridin-2-yl)-benzimidazol-1-yl]-methyl]-biphenyl-2-carboxylate), FC(C(=O)O)(F)F (trifluoroacetic acid). Solvent: C(Cl)Cl (methylene chloride). Product: C(CC)C1=NC2=C(N1CC1=CC=C(C=C1)C=1C(=CC=CC1)C(=O)O)C=CC(=C2)C=2N=C1N(C=CC=C1)C2 (4'-[[2-n-Propyl-5-(imidazo[1,2-a]pyridin-2-yl)-benzimidazol-1-yl]-methyl]-biphenyl-2-carboxylic acid). Reaction SMILES: [CH2:1]([C:4]1[N:8]([CH2:9][C:10]2[CH:15]=[CH:14][C:13]([C:16]3[C:17]([C:22]([O:24]C(C)(C)C)=[O:23])=[CH:18][CH:19]=[CH:20][CH:21]=3)=[CH:12][CH:11]=2)[C:7]2[CH:29]=[CH:30][C:31]([C:33]3[N:34]=[C:35]4[CH:40]=[CH:39][CH:38]=[CH:37][N:36]4[CH:41]=3)=[CH:32][C:6]=2[N:5]=1)[CH2:2][CH3:3].FC(F)(F)C(O)=O>C(Cl)Cl>[CH2:1]([C:4]1[N:8]([CH2:9][C:10]2[CH:15]=[CH:14][C:13]([C:16]3[C:17]([C:22]([OH:24])=[O:23])=[CH:18][CH:19]=[CH:20][CH:21]=3)=[CH:12][CH:11]=2)[C:7]2[CH:29]=[CH:30][C:31]([C:33]3[N:34]=[C:35]4[CH:40]=[CH:39][CH:38]=[CH:37][N:36]4[CH:41]=3)=[CH:32][C:6]=2[N:5]=1)[CH2:2][CH3:3]. Procedure: Prepared analogously to Example 1 from tert.butyl 4'-[[2-n-propyl-5-(imidazo[1,2-a]pyridin-2-yl)-benzimidazol-1-yl]-methyl]-biphenyl-2-carboxylate and trifluoroacetic acid in methylene chloride.